Dataset: the Open Reaction Database (ORD), a public repository of structured organic reaction records. Task: describe an organic reaction: reactants, conditions, products, and yield Reaction SMILES: [CH3:33][O:34][CH2:35][C:36](=[O:37])[Cl:38].[ClH:1].[NH:2]1[CH2:3][CH:4]([NH:7][C:8](=[O:9])[c:10]2[cH:11][nH:12][c:13]3[c:14]2[n:15][cH:16][n:17][c:18]3-[c:19]2[c:20]([O:28][CH2:29][CH:30]3[CH2:31][CH2:32]3)[cH:21][cH:22][c:23]3[c:27]2[O:26][CH2:25][O:24]3)[CH2:5][CH2:6]1>>[N:2]1([C:36]([CH2:35][O:34][CH3:33])=[O:37])[CH2:3][CH:4]([NH:7][C:8](=[O:9])[c:10]2[cH:11][nH:12][c:13]3[c:14]2[n:15][cH:16][n:17][c:18]3-[c:19]2[c:20]([O:28][CH2:29][CH:30]3[CH2:31][CH2:32]3)[cH:21][cH:22][c:23]3[c:27]2[O:26][CH2:25][O:24]3)[CH2:5][CH2:6]1. Product: COCC(=O)N1CCC(NC(=O)c2c[nH]c3c(-c4c(OCC5CC5)ccc5c4OCO5)ncnc23)C1. Starting materials: COCC(=O)Cl, Cl, O=C(NC1CCNC1)c1c[nH]c2c(-c3c(OCC4CC4)ccc4c3OCO4)ncnc12.